This data is from the Open Reaction Database (ORD), a public repository of structured organic reaction records. The task is: describe an organic reaction: reactants, conditions, products, and yield Starting materials: CC(C)(C)C(=O)OCCl, O=C([O-])[O-], CCCCc1ncc(C=O)[nH]1, CN(C)C=O, [K+], [K+]. Product: CCCCc1ncc(C=O)n1COC(=O)C(C)(C)C. RXN SMILES: [C:12]([C:13]([CH3:14])([CH3:15])[CH3:16])(=[O:17])[O:18][CH2:19][Cl:20].[C:21](=[O:22])([O-:23])[O-:24].[CH2:1]([CH2:2][CH2:3][CH3:4])[c:5]1[nH:6][c:7]([CH:10]=[O:11])[cH:8][n:9]1.[CH3:27][N:28]([CH3:29])[CH:30]=[O:31].[K+:25].[K+:26]>>[CH2:1]([CH2:2][CH2:3][CH3:4])[c:5]1[n:6]([CH2:19][O:18][C:12]([C:13]([CH3:14])([CH3:15])[CH3:16])=[O:17])[c:7]([CH:10]=[O:11])[cH:8][n:9]1. Reactants: BrC1=CC=C(C=C1)C1=C(C=NN1C1=CC(=C(C=C1)S(=O)(=O)C)F)C#N (5-(4-bromophenyl)-4-cyano-1-[3-fluoro-4-(methylsulfonyl)phenyl]-1H-pyrazole), O1C(=CC=C1)B(O)O (2-furanboronic acid). Yields the product C(#N)C=1C=NN(C1C1=CC=C(C=C1)C=1OC=CC1)C1=CC(=C(C=C1)S(=O)(=O)C)F (4-Cyano-1-[3-fluoro-4-(methylsulfonyl)phenyl]-5-[4-(2-furyl)phenyl]-1H-pyrazole). Reaction SMILES: Br[C:2]1[CH:7]=[CH:6][C:5]([C:8]2[N:12]([C:13]3[CH:18]=[CH:17][C:16]([S:19]([CH3:22])(=[O:21])=[O:20])=[C:15]([F:23])[CH:14]=3)[N:11]=[CH:10][C:9]=2[C:24]#[N:25])=[CH:4][CH:3]=1.[O:26]1[CH:30]=[CH:29][CH:28]=[C:27]1B(O)O>>[C:24]([C:9]1[CH:10]=[N:11][N:12]([C:13]2[CH:18]=[CH:17][C:16]([S:19]([CH3:22])(=[O:21])=[O:20])=[C:15]([F:23])[CH:14]=2)[C:8]=1[C:5]1[CH:6]=[CH:7][C:2]([C:27]2[O:26][CH:30]=[CH:29][CH:28]=2)=[CH:3][CH:4]=1)#[N:25]. Reported procedure: The title compound was prepared according to the procedure of Example 5 using 5-(4-bromophenyl)-4-cyano-1-[3-fluoro-4-(methylsulfonyl)phenyl]-1H-pyrazole instead of 4-[5-(4-bromophenyl)-3-(trifluoromethyl)-1H-pyrazol-1-yl]-1-phenylsulfonamide, 2-furanboronic acid instead of 3-thienylboronic acid. The reactants are C(C1=CC=CC=C1)OC1=CC=C2C=CN=CC2=C1 (7-Benzyloxyisoquinoline). The reagents and catalysts are [Pt]=O (platinum oxide). Solvent: CO (methanol). Yields the product C(C1=CC=CC=C1)OC1=CC=C2CCNCC2=C1 (7-Benzyloxy-1,2,3,4-tetrahydroisoquinoline). Isolated yield 63.0%. Reaction SMILES: [CH2:1]([O:8][C:9]1[CH:18]=[C:17]2[C:12]([CH:13]=[CH:14][N:15]=[CH:16]2)=[CH:11][CH:10]=1)[C:2]1[CH:7]=[CH:6][CH:5]=[CH:4][CH:3]=1>CO.[Pt]=O>[CH2:1]([O:8][C:9]1[CH:18]=[C:17]2[C:12]([CH2:13][CH2:14][NH:15][CH2:16]2)=[CH:11][CH:10]=1)[C:2]1[CH:3]=[CH:4][CH:5]=[CH:6][CH:7]=1. Procedure details: 7-Benzyloxyisoquinoline (1.5 g, 6.37 mmol) in methanol (100 ml) was hydrogenated at 50 psi on a Parr apparatus using platinum oxide (100 mg) as catalyst. The catalyst was collected by filtration, the filtrate evaporated under reduced pressure to give an oil which crystallised on treatment with hexane/diethyl ether to give the title compound (0.96 g, 64%); δH (CDCl3) 2.72 (2H, t, J 6 Hz, CH2), 3.11 (2H, t, J 6 Hz, CH2), 3.90 (2H, s, CH2), 6.62 (1H, d, J 2.25 Hz, tetrahydroisoquinolinyl H), 6.78 (... The reactants are N(=[N+]=[N-])CCCCO (4-azidobutanol), S(=O)(=O)(C)Cl (mesyl chloride), CS(=O)(=O)OCCN=[N+]=[N-] (2-Azidoethyl methanesulfonate). The product is CS(=O)(=O)OCC(CC)N=[N+]=[N-] (2-Azidobutyl methanesulfonate). As a reaction SMILES: [N:1]([CH2:4][CH2:5][CH2:6]CO)=[N+:2]=[N-:3].S(Cl)(C)(=O)=O.[CH3:14][S:15]([O:18][CH2:19]CN=[N+]=[N-])(=[O:17])=[O:16]>>[CH3:14][S:15]([O:18][CH2:19][CH:4]([N:1]=[N+:2]=[N-:3])[CH2:5][CH3:6])(=[O:17])=[O:16]. Reported procedure: Reaction of 4-azidobutanol (0.80 g, 6.95 mmol) and mesyl chloride (1.48 mL, 10.43 mmol) within 3 h as described for synthesis of 156a gave compound 156c (1.33 g) as a crude colorless oil. Starting materials: CN(C)CCOc1cccc(N)c1, O=C(Nc1cccc(-c2nn3ccccc3c2-c2ccnc(Cl)n2)c1)C(F)(F)F, ClCCl, Cl. Yields the product CN(C)CCOc1cccc(Nc2nccc(-c3c(-c4cccc(NC(=O)C(F)(F)F)c4)nn4ccccc34)n2)c1. As a reaction SMILES: [CH3:30][N:31]([CH2:32][CH2:33][O:34][c:35]1[cH:36][c:37]([NH2:38])[cH:39][cH:40][cH:41]1)[CH3:42].[Cl:1][c:2]1[n:3][cH:4][cH:5][c:6](-[c:8]2[c:9](-[c:17]3[cH:18][c:19]([NH:23][C:24]([C:25]([F:26])([F:27])[F:28])=[O:29])[cH:20][cH:21][cH:22]3)[n:10][n:11]3[c:12]2[cH:13][cH:14][cH:15][cH:16]3)[n:7]1.[Cl:44][CH2:45][Cl:46].[ClH:43]>>[c:2]1([NH:38][c:37]2[cH:36][c:35]([O:34][CH2:33][CH2:32][N:31]([CH3:30])[CH3:42])[cH:41][cH:40][cH:39]2)[n:3][cH:4][cH:5][c:6](-[c:8]2[c:9](-[c:17]3[cH:18][c:19]([NH:23][C:24]([C:25]([F:26])([F:27])[F:28])=[O:29])[cH:20][cH:21][cH:22]3)[n:10][n:11]3[c:12]2[cH:13][cH:14][cH:15][cH:16]3)[n:7]1.